This data is from the Open Reaction Database (ORD), a public repository of structured organic reaction records. The task is: describe an organic reaction: reactants, conditions, products, and yield The reactants are CC(=O)[O-], [Sn], c1ccc([Sn+](c2ccccc2)c2ccccc2)cc1. The product is [OH-], c1ccc([Sn+](c2ccccc2)c2ccccc2)cc1. As a reaction SMILES: [C:1]([O-:2])(=[O:3])[CH3:4].[Sn:24].[c:5]1([Sn+:11]([c:12]2[cH:13][cH:14][cH:15][cH:16][cH:17]2)[c:18]2[cH:19][cH:20][cH:21][cH:22][cH:23]2)[cH:6][cH:7][cH:8][cH:9][cH:10]1>>[OH-:3].[c:5]1([Sn+:11]([c:12]2[cH:13][cH:14][cH:15][cH:16][cH:17]2)[c:18]2[cH:19][cH:20][cH:21][cH:22][cH:23]2)[cH:6][cH:7][cH:8][cH:9][cH:10]1.